Dataset: the Open Reaction Database (ORD), a public repository of structured organic reaction records. Task: describe an organic reaction: reactants, conditions, products, and yield Starting materials: CS(=O)(=O)OCC1(COC1)COC1=C(C(=CC=C1C1=C2CCC(C2=CC=C1)=O)OC)OC ((3-((2,3-dimethoxy-6-(1-oxo-2,3-dihydro-1H-inden-4-yl)phenoxy)methyl)oxetan-3-yl)methyl methanesulfonate), [N-]=[N+]=[N-].[Na+] (sodium azide). Solvent: CN(C=O)C (dimethylformamide). Reaction conditions: time 16 hour. Yields the product N(=[N+]=[N-])CC1(COC1)COC1=C(C=CC(=C1OC)OC)C1=C2CCC(C2=CC=C1)=O (4-(2-((3-(azidomethyl)oxetan-3-yl)methoxy)-3,4-dimethoxyphenyl)-indan-1-one). As a reaction SMILES: CS(O[CH2:6][C:7]1([CH2:11][O:12][C:13]2[C:18]([C:19]3[CH:27]=[CH:26][CH:25]=[C:24]4[C:20]=3[CH2:21][CH2:22][C:23]4=[O:28])=[CH:17][CH:16]=[C:15]([O:29][CH3:30])[C:14]=2[O:31][CH3:32])[CH2:10][O:9][CH2:8]1)(=O)=O.[N-:33]=[N+:34]=[N-:35].[Na+]>CN(C)C=O>[N:33]([CH2:6][C:7]1([CH2:11][O:12][C:13]2[C:14]([O:31][CH3:32])=[C:15]([O:29][CH3:30])[CH:16]=[CH:17][C:18]=2[C:19]2[CH:27]=[CH:26][CH:25]=[C:24]3[C:20]=2[CH2:21][CH2:22][C:23]3=[O:28])[CH2:10][O:9][CH2:8]1)=[N+:34]=[N-:35] |f:1.2|. Reported procedure: To a stirring solution of (3-((2,3-dimethoxy-6-(1-oxo-2,3-dihydro-1H-inden-4-yl)phenoxy)methyl)oxetan-3-yl)methyl methanesulfonate (5 g, 10.82 mmol) in dimethylformamide (40 mL), was added sodium azide (3.5 g, 54.11 mmol) and the resultant reaction mixture was stirred at RT for 16 h. The reaction mixture was quenched with ice water and extracted with ethyl acetate (3×). The combined ethyl acetate layer was washed with brine and dried over anhydrous sodium sulphate and concentrated under reduced ... Starting materials: CC(C)(C)[Si](C)(C)OCCN(C(=O)c1cc2c(s1)-c1ccccc1OCC2)c1ccccc1Cl, CCCC[N+](CCCC)(CCCC)CCCC, CC(=O)O, [F-], C1CCOC1, O. Product: O=C(c1cc2c(s1)-c1ccccc1OCC2)N(CCO)c1ccccc1Cl. RXN SMILES: [C:1]([Si:2]([CH3:3])([CH3:4])[O:6][CH2:7][CH2:8][N:9]([C:10](=[O:11])[c:12]1[cH:13][c:14]2[c:15]([s:25]1)-[c:16]1[c:17]([cH:21][cH:22][cH:23][cH:24]1)[O:18][CH2:19][CH2:20]2)[c:26]1[c:27]([Cl:32])[cH:28][cH:29][cH:30][cH:31]1)([CH3:5])([CH3:33])[CH3:34].[CH2:41]([N+:42]([CH2:43][CH2:44][CH2:45][CH3:46])([CH2:47][CH2:48][CH2:49][CH3:50])[CH2:51][CH2:52][CH2:53][CH3:54])[CH2:55][CH2:56][CH3:57].[CH3:35][C:36](=[O:37])[OH:38].[F-:40].[O:58]1[CH2:59][CH2:60][CH2:61][CH2:62]1.[OH2:39]>>[OH:6][CH2:7][CH2:8][N:9]([C:10](=[O:11])[c:12]1[cH:13][c:14]2[c:15]([s:25]1)-[c:16]1[c:17]([cH:21][cH:22][cH:23][cH:24]1)[O:18][CH2:19][CH2:20]2)[c:26]1[c:27]([Cl:32])[cH:28][cH:29][cH:30][cH:31]1. Starting materials: COC(C1=CC(=C(C=C1)F)N)=O (3-amino-4-fluoro-benzoic acid methyl ester), BrC=1C=C(C=O)C=CC1 (3-bromo-benzaldehyde). Reagents/catalysts: C1(=CC=C(C=C1)S(=O)(=O)O)C (p-toluenesulfonic acid). Solvent: C1(=CC=CC=C1)C (toluene). Product: COC(C1=CC(=C(C=C1)F)N=CC1=CC(=CC=C1)Br)=O (3-[(3-bromo-benzylidene)-amino]-4-fluoro-benzoic acid methyl ester). Yield: 100.0%. Reaction SMILES: [CH3:1][O:2][C:3](=[O:12])[C:4]1[CH:9]=[CH:8][C:7]([F:10])=[C:6]([NH2:11])[CH:5]=1.[Br:13][C:14]1[CH:15]=[C:16]([CH:19]=[CH:20][CH:21]=1)[CH:17]=O>C1(C)C=CC=CC=1.C1(C)C=CC(S(O)(=O)=O)=CC=1>[CH3:1][O:2][C:3](=[O:12])[C:4]1[CH:9]=[CH:8][C:7]([F:10])=[C:6]([N:11]=[CH:17][C:16]2[CH:19]=[CH:20][CH:21]=[C:14]([Br:13])[CH:15]=2)[CH:5]=1. Procedure details: A mixture solution of 3-amino-4-fluoro-benzoic acid methyl ester (26 g, 153.8 mmol), 3-bromo-benzaldehyde (28.5 g, 153.8 mmol) and p-toluenesulfonic acid (590 mg, 3.2 mmol) in toluene (200 mL) was heated to reflux for 12 hours. Then the reaction mixture was cooled to room temperature. The solvent was removed in vacuo and the residue was washed with ether to afford 3-[(3-bromo-benzylidene)-amino]-4-fluoro-benzoic acid methyl ester (51.7 g, quant.) as a pale-white solid: MS calcd. for C15H11BrFlNO... Starting materials: CCN(C(C)C)C(C)C, ClCCl, Cl, CC(C)n1nc(C(N)C(=O)c2ccccc2)ccc1=O, CC(C)(C)OC(=O)NCC(=O)ON1C(=O)CCC1=O. Product: CC(C)n1nc(C(NC(=O)CNC(=O)OC(C)(C)C)C(=O)c2ccccc2)ccc1=O. As a reaction SMILES: [CH2:41]([N:42]([CH:43]([CH3:44])[CH3:45])[CH:46]([CH3:47])[CH3:48])[CH3:49].[Cl:50][CH2:51][Cl:52].[ClH:1].[NH2:2][CH:3]([C:4]([c:5]1[cH:6][cH:7][cH:8][cH:9][cH:10]1)=[O:11])[c:12]1[cH:13][cH:14][c:15](=[O:21])[n:16]([CH:18]([CH3:19])[CH3:20])[n:17]1.[O:22]=[C:23]1[CH2:24][CH2:25][C:26](=[O:27])[N:28]1[O:29][C:30]([CH2:31][NH:32][C:33]([O:34][C:35]([CH3:36])([CH3:37])[CH3:38])=[O:39])=[O:40]>>[NH:2]([CH:3]([C:4]([c:5]1[cH:6][cH:7][cH:8][cH:9][cH:10]1)=[O:11])[c:12]1[cH:13][cH:14][c:15](=[O:21])[n:16]([CH:18]([CH3:19])[CH3:20])[n:17]1)[C:30](=[O:29])[CH2:31][NH:32][C:33]([O:34][C:35]([CH3:36])([CH3:37])[CH3:38])=[O:39]. Reactants: ClC1=NC2=CC(=CC=C2C(=N1)N1CCOCC1)C1=CC(=CC=C1)S(=O)(=O)C (2-chloro-7-(3-methanesulfonyl-phenyl)-4-morpholin-4-yl-quinazoline), NC1=NC=C(C=C1)B1OC(C)(C)C(C)(C)O1 (2-aminopyridine-5-boronic acid pinacol ester), C([O-])([O-])=O.[Cs+].[Cs+] (cesium carbonate), CN(C)C=O (DMF). Reagents/catalysts: Cl[Pd]([P](C1=CC=CC=C1)(C2=CC=CC=C2)C3=CC=CC=C3)([P](C4=CC=CC=C4)(C5=CC=CC=C5)C6=CC=CC=C6)Cl (Pd(PPh3)2Cl2). Solvent: O (water). Conditions: temperature 95 celsius, time 2 hour. Product: CS(=O)(=O)C=1C=C(C=CC1)C1=CC=C2C(=NC(=NC2=C1)C=1C=CC(=NC1)N)N1CCOCC1 (5-[7-(3-Methanesulfonyl-phenyl)-4-morpholin-4-yl-quinazolin-2-yl]-pyridin-2-ylamine). Isolated yield 73.2%. Reaction SMILES: Cl[C:2]1[N:11]=[C:10]([N:12]2[CH2:17][CH2:16][O:15][CH2:14][CH2:13]2)[C:9]2[C:4](=[CH:5][C:6]([C:18]3[CH:23]=[CH:22][CH:21]=[C:20]([S:24]([CH3:27])(=[O:26])=[O:25])[CH:19]=3)=[CH:7][CH:8]=2)[N:3]=1.[NH2:28][C:29]1[CH:34]=[CH:33][C:32](B2OC(C)(C)C(C)(C)O2)=[CH:31][N:30]=1.C(=O)([O-])[O-].[Cs+].[Cs+].CN(C=O)C>Cl[Pd](Cl)([P](C1C=CC=CC=1)(C1C=CC=CC=1)C1C=CC=CC=1)[P](C1C=CC=CC=1)(C1C=CC=CC=1)C1C=CC=CC=1.O>[CH3:27][S:24]([C:20]1[CH:19]=[C:18]([C:6]2[CH:5]=[C:4]3[C:9]([C:10]([N:12]4[CH2:17][CH2:16][O:15][CH2:14][CH2:13]4)=[N:11][C:2]([C:32]4[CH:33]=[CH:34][C:29]([NH2:28])=[N:30][CH:31]=4)=[N:3]3)=[CH:8][CH:7]=2)[CH:23]=[CH:22][CH:21]=1)(=[O:26])=[O:25] |f:2.3.4,^1:57,76|. Reported procedure: To a 50 mL round bottom flask, 2-chloro-7-(3-methanesulfonyl-phenyl)-4-morpholin-4-yl-quinazoline (0.15 g, 0.00037 mol), 2-aminopyridine-5-boronic acid pinacol ester (0.122 g, 0.0005568 mol), cesium carbonate (0.243 g, 0.00074 mol), DMF (4 mL) and water (2 mL) were added. The reaction mixture was degassed with nitrogen for 5-10 min. To the same reaction flask, Pd(PPh3)2Cl2 (0.013 g, 0.000018 mol) was added and again degassed with nitrogen for 5-10 min. The reaction mixture was stirred at 95° C. ... Reactants: ClC=1C=C(C=C(C1)Cl)SC1=C(NC2=CC(=CC=C12)C)CCC(=O)N (3-(3-((3,5-Dichlorophenyl)thio)-6-methyl-1H-indol-2-yl)propanamide), acid chloride, N (ammonia), ClC=1C=C(C=C(C1)Cl)SC1=C(NC2=CC(=CC=C12)C)CCCC(=O)O (4-(3-((3,5-Dichlorophenyl)thio)-6-methyl-1H-indol-2-yl)butanoic acid), C(C(=O)Cl)(=O)Cl (oxalyl chloride). RXN SMILES: ClC1C=C(SC2C3C(=CC(C)=CC=3)[NH:12]C=2CCC(N)=O)C=C(Cl)C=1.[Cl:25][C:26]1[CH:27]=[C:28]([S:33][C:34]2[C:42]3[C:37](=[CH:38][C:39]([CH3:43])=[CH:40][CH:41]=3)[NH:36][C:35]=2[CH2:44][CH2:45][CH2:46][C:47]([OH:49])=O)[CH:29]=[C:30]([Cl:32])[CH:31]=1.C(Cl)(=O)C(Cl)=O.N>>[Cl:32][C:30]1[CH:29]=[C:28]([S:33][C:34]2[C:42]3[C:37](=[CH:38][C:39]([CH3:43])=[CH:40][CH:41]=3)[NH:36][C:35]=2[CH2:44][CH2:45][CH2:46][C:47]([NH2:12])=[O:49])[CH:27]=[C:26]([Cl:25])[CH:31]=1. Procedure: Following the method used to prepare 24a, the use of 50 (135 mg, 0.34 mmol) and oxalyl chloride (43 μL, 0.51 mmol) followed by reacting the intermediate acid chloride with aqueous ammonia (2 mL) provided 23 mg (17%) of product 24c as a pale yellow solid, mp 163-164° C. 1H NMR (300 MHz, CDCl3) δ 1.92-2.01 (q, J=7 Hz, 2H), 2.25 (t, J=7 Hz, 2H), 2.46 (s, 3H), 2.96 (t, J=7 Hz, 2H), 5.42 (brs, 2H), 6.84 (d, J=2 Hz, 2H), 6.96-7.00 (m, 2H), 7.21 (s, 1H), 7.38 (d, J=8 Hz, 1H), 9.34 (brs, 1H). LC-MS (CI)... The product is ClC=1C=C(C=C(C1)Cl)SC1=C(NC2=CC(=CC=C12)C)CCCC(=O)N (4-(3-((3,5-Dichlorophenyl)thio)-6-methyl-1H-indol-2-yl)butanamide). Isolated yield 17.0%.